This data is from the Open Reaction Database (ORD), a public repository of structured organic reaction records. The task is: describe an organic reaction: reactants, conditions, products, and yield Procedure details: The mixture of 6.0 g of N-(4-nitro-o-tolyl)-4methylmercaptophthalimide, 3.0 g of Raney nickel and 200 ml of ethyl acetate is hydrogenated at 3.1 atm. and room temperature until the hydrogen uptake ceases. It is diluted with dimethylformamide to solubilize any organic material, filtered and the filtrate evaporated. The residue is recrystallized from chloroform-diethyl ether to yield the N-(4-amino-o-tolyl)-4-methylmercaptophthalimide melting at 173°-177°. The starting material is prepared as foll... Yields the product NC1=CC(=C(C=C1)C)N1C(C=2C(C1=O)=CC(=CC2)SC)=O (N-(4-amino-o-tolyl)-4-methylmercaptophthalimide). Starting materials: [N+](=O)([O-])C1=CC(=C(C=C1)C)N1C(C=2C(C1=O)=CC(=CC2)SC)=O (N-(4-nitro-o-tolyl)-4methylmercaptophthalimide), C(C)(=O)OCC (ethyl acetate), [H][H] (hydrogen). As a reaction SMILES: [N+:1]([C:4]1[CH:9]=[CH:8][C:7]([CH3:10])=[C:6]([N:11]2[C:15](=[O:16])[C:14]3=[CH:17][C:18]([S:21][CH3:22])=[CH:19][CH:20]=[C:13]3[C:12]2=[O:23])[CH:5]=1)([O-])=O.C(OCC)(=O)C.[H][H]>[Ni].CN(C)C=O>[NH2:1][C:4]1[CH:9]=[CH:8][C:7]([CH3:10])=[C:6]([N:11]2[C:15](=[O:16])[C:14]3=[CH:17][C:18]([S:21][CH3:22])=[CH:19][CH:20]=[C:13]3[C:12]2=[O:23])[CH:5]=1. Reagents/catalysts: [Ni] (Raney nickel). Solvent: CN(C=O)C (dimethylformamide). Yields the product Cn1c(=O)[nH]c(=O)c2c1ncn2Cc1ccc(C(=O)c2ccc(Cl)cc2)cc1. Starting materials: O=C([O-])[O-], Cn1c(=O)[nH]c(=O)c2[nH]cnc21, CCOC(C)=O, O=C(c1ccc(Cl)cc1)c1ccc(CBr)cc1, [K+], [K+], CN(C)C=O, O. Reaction SMILES: [C:13](=[O:14])([O-:15])[O-:16].[CH3:1][n:2]1[c:3](=[O:12])[nH:4][c:5](=[O:11])[c:6]2[nH:7][cH:8][n:9][c:10]12.[CH3:42][CH2:43][O:44][C:45](=[O:46])[CH3:47].[Cl:19][c:20]1[cH:21][cH:22][c:23]([C:24](=[O:25])[c:26]2[cH:27][cH:28][c:29]([CH2:30][Br:31])[cH:32][cH:33]2)[cH:34][cH:35]1.[K+:17].[K+:18].[O:37]=[CH:38][N:39]([CH3:40])[CH3:41].[OH2:36]>>[CH3:1][n:2]1[c:3](=[O:12])[nH:4][c:5](=[O:11])[c:6]2[n:7]([CH2:30][c:29]3[cH:28][cH:27][c:26]([C:24]([c:23]4[cH:22][cH:21][c:20]([Cl:19])[cH:35][cH:34]4)=[O:25])[cH:33][cH:32]3)[cH:8][n:9][c:10]12. Yield: 64.0%. Reaction conditions: time 1 hour. Solvent: O1CCCC1 (tetrahydrofuran). Starting materials: C1(CC1)CC#N (cyclopropyl acetonitrile), [Li]CCCC (n-BuLi), O=C1CCN(CC1)C1=C(C=C(C=C1)N1C(O[C@H](C1)CNC(C)=O)=O)F ((S)—N-{3-[4-(4-oxo-piperidin-1-yl)-3-fluorophenyl]-2-oxo-oxazolidin-5-ylmethyl}-acetamide). Procedure details: A mixture of cyclopropyl acetonitrile (28 mmol) and was treated with n-BuLi (28 mmol) at −78° C. in tetrahydrofuran and was stirred for 1 hour. Addition of (S)—N-{3-[4-(4-oxo-piperidin-1-yl)-3-fluorophenyl]-2-oxo-oxazolidin-5-ylmethyl}-acetamide (14.32 mmol) was done to the reaction mixture and stirred overnight. The reaction mixture was quenched with saturated ammonium chloride solution and was extracted with ethyl acetate. The organic layer was concentrated, dried and evaporated to afford a re... Reaction SMILES: [CH:1]1([CH2:4][C:5]#[N:6])[CH2:3][CH2:2]1.[Li]CCCC.[O:12]=[C:13]1[CH2:18][CH2:17][N:16]([C:19]2[CH:24]=[CH:23][C:22]([N:25]3[CH2:29][C@H:28]([CH2:30][NH:31][C:32](=[O:34])[CH3:33])[O:27][C:26]3=[O:35])=[CH:21][C:20]=2[F:36])[CH2:15][CH2:14]1>O1CCCC1>[CH:1]1([CH:4]([C:13]2([OH:12])[CH2:14][CH2:15][N:16]([C:19]3[CH:24]=[CH:23][C:22]([N:25]4[CH2:29][C@H:28]([CH2:30][NH:31][C:32](=[O:34])[CH3:33])[O:27][C:26]4=[O:35])=[CH:21][C:20]=3[F:36])[CH2:17][CH2:18]2)[C:5]#[N:6])[CH2:3][CH2:2]1. Product: C1(CC1)C(C#N)C1(CCN(CC1)C1=C(C=C(C=C1)N1C(O[C@H](C1)CNC(C)=O)=O)F)O ((S)—N-{3-[4-(4-(1-Cyclopropyl-1-cyanomethyl)-4-hydroxy piperidin-1-yl)-3-fluorophenyl]-2-oxo-oxazolidin-5-ylmethyl}-acetamide). The reactants are C(CCC)C1=CC=C(C=C1)C#CC1=CC=C(CNC2=CC=C(C(=O)OCC)C=C2)C=C1 (ethyl 4-({4-[(4-butylphenyl)ethynyl]benzyl}amino)benzoate), C(CCCCC)(=O)Cl (hexanoyl chloride). The product is C(CCC)C1=CC=C(C=C1)C#CC1=CC=C(CN(C2=CC=C(C(=O)OCC)C=C2)C(CCCCC)=O)C=C1 (ethyl 4-[{4-[(4-butylphenyl)ethynyl]benzyl}(hexanoyl)amino]benzoate). RXN SMILES: [CH2:1]([C:5]1[CH:10]=[CH:9][C:8]([C:11]#[C:12][C:13]2[CH:31]=[CH:30][C:16]([CH2:17][NH:18][C:19]3[CH:29]=[CH:28][C:22]([C:23]([O:25][CH2:26][CH3:27])=[O:24])=[CH:21][CH:20]=3)=[CH:15][CH:14]=2)=[CH:7][CH:6]=1)[CH2:2][CH2:3][CH3:4].[C:32](Cl)(=[O:38])[CH2:33][CH2:34][CH2:35][CH2:36][CH3:37]>>[CH2:1]([C:5]1[CH:6]=[CH:7][C:8]([C:11]#[C:12][C:13]2[CH:14]=[CH:15][C:16]([CH2:17][N:18]([C:32](=[O:38])[CH2:33][CH2:34][CH2:35][CH2:36][CH3:37])[C:19]3[CH:20]=[CH:21][C:22]([C:23]([O:25][CH2:26][CH3:27])=[O:24])=[CH:28][CH:29]=3)=[CH:30][CH:31]=2)=[CH:9][CH:10]=1)[CH2:2][CH2:3][CH3:4]. Procedure: The titled compound was prepared following the procedure B using ethyl 4-({4-[(4-butylphenyl)ethynyl]benzyl}amino)benzoate and hexanoyl chloride as a yellow oil (92%). 1H NMR (CDCl3, 300 MHz) δ 8.00 (d, J=8.3 Hz, 2H), 7.41 (m, 4H), 7.14 (m, 4H), 7.03 (d, J=8.7 Hz, 2H), 4.89 (s, 2H), 4.37 (q, J=7.2 Hz, 2H), 2.60 (t, J=7.5 Hz, 2H), 2.06 (t, J=7.5 Hz, 2H), 1.67-1.55 (m, 4H), 1.43-1.10 (m, 9H), 0.91 (t, J=7.2 Hz, 3H), 0.82 (t, J=7.0 Hz, 3H). M+ (ESI): 510.5. HPLC, Rt: 6.14 min (Purity: 98.2%). Starting materials: BrC(C(=O)OCC)C=1C=CC2=C(N=C(O2)C2=CC=C(C=C2)Cl)C1 (ethyl 2-bromo-2-(p-chlorophenyl-5-benzoxazolyl)acetate), [Na] (Sodium), C(C)(=O)O (acetic acid). Solvent: O (water), CO (methanol). Conditions: time 68 hour. The product is COC(C(=O)OC)C=1C=CC2=C(N=C(O2)C2=CC=C(C=C2)Cl)C1 (Methyl 2-methoxy-2-(p-chlorophenyl-5-benzoxazolyl)acetate). As a reaction SMILES: [Na].Br[CH:3]([C:9]1[CH:10]=[CH:11][C:12]2[O:16][C:15]([C:17]3[CH:22]=[CH:21][C:20]([Cl:23])=[CH:19][CH:18]=3)=[N:14][C:13]=2[CH:24]=1)[C:4]([O:6][CH2:7]C)=[O:5].[C:25](O)(=[O:27])C>CO.O>[CH3:25][O:27][CH:3]([C:9]1[CH:10]=[CH:11][C:12]2[O:16][C:15]([C:17]3[CH:22]=[CH:21][C:20]([Cl:23])=[CH:19][CH:18]=3)=[N:14][C:13]=2[CH:24]=1)[C:4]([O:6][CH3:7])=[O:5] |^1:0|. Reported procedure: Sodium (0.23 g.) was dissolved in dry methanol (60 ml.) and this solution added to ethyl 2-bromo-2-(p-chlorophenyl-5-benzoxazolyl)acetate (2.8 g.). The resulting solution was stirred for 68 hours at room temperature and then evaporated at 20° C. in vacuo to leave a residual oil. The oil was stirred in water (50 ml.) and the pH adjusted to 4 by the addition of glacial acetic acid. The resulting suspension was extracted with ether (3 × 75 ml.). The extracts were combined and washed with saturated ... Reactants: O=C1CCC(=O)N1Br, ClCCl, CS(=O)(=O)c1ccc(C(CC2CCC(=O)CC2)C(=O)O)cc1Cl, Nc1cnc(Br)cn1, c1ccc(P(c2ccccc2)c2ccccc2)cc1, Cc1cccc(C)n1. Yields the product CS(=O)(=O)c1ccc(C(CC2CCC(=O)CC2)C(=O)Nc2cnc(Br)cn2)cc1Cl. Reaction SMILES: [Br:43][N:44]1[C:45](=[O:46])[CH2:47][CH2:48][C:49]1=[O:50].[CH2:67]([Cl:68])[Cl:69].[Cl:1][c:2]1[cH:3][c:4]([CH:12]([C:13](=[O:14])[OH:15])[CH2:16][CH:17]2[CH2:18][CH2:19][C:20](=[O:23])[CH2:21][CH2:22]2)[cH:5][cH:6][c:7]1[S:8](=[O:9])(=[O:10])[CH3:11].[NH2:51][c:52]1[n:53][cH:54][c:55]([Br:58])[n:56][cH:57]1.[c:24]1([P:25]([c:26]2[cH:27][cH:28][cH:29][cH:30][cH:31]2)[c:32]2[cH:33][cH:34][cH:35][cH:36][cH:37]2)[cH:38][cH:39][cH:40][cH:41][cH:42]1.[n:59]1[c:60]([CH3:61])[cH:62][cH:63][cH:64][c:65]1[CH3:66]>>[Cl:1][c:2]1[cH:3][c:4]([CH:12]([C:13](=[O:14])[NH:51][c:52]2[n:53][cH:54][c:55]([Br:58])[n:56][cH:57]2)[CH2:16][CH:17]2[CH2:18][CH2:19][C:20](=[O:23])[CH2:21][CH2:22]2)[cH:5][cH:6][c:7]1[S:8](=[O:9])(=[O:10])[CH3:11]. Reactants: CCO, Cc1cc(C)n(-c2nc(Cl)cc(Cl)n2)n1, Cl, Nc1ccc(Cl)cc1, O. Yields the product Cc1cc(C)n(-c2nc(Cl)cc(Nc3ccc(Cl)cc3)n2)n1. Reaction SMILES: [CH3:26][CH2:27][OH:28].[Cl:1][c:2]1[n:3][c:4](-[n:9]2[n:10][c:11]([CH3:15])[cH:12][c:13]2[CH3:14])[n:5][c:6]([Cl:8])[cH:7]1.[ClH:24].[NH2:16][c:17]1[cH:18][cH:19][c:20]([Cl:21])[cH:22][cH:23]1.[OH2:25]>>[c:2]1([NH:16][c:17]2[cH:18][cH:19][c:20]([Cl:21])[cH:22][cH:23]2)[n:3][c:4](-[n:9]2[n:10][c:11]([CH3:15])[cH:12][c:13]2[CH3:14])[n:5][c:6]([Cl:8])[cH:7]1.